describe an organic reaction: reactants, conditions, products, and yield From a dataset of the Open Reaction Database (ORD), a public repository of structured organic reaction records. Starting materials: OC=1C=C(C=CC(=O)C2C(OC(=CC2=O)C)=O)C=CC1OC (3-(3-hydroxy-4-methyoxycinnamoyl)-6-methyl-2H-pyran-2,4(3H)-dione). The reagents and catalysts are [Pd] (palladium-charcoal). Solvent: O1CCOCC1 (dioxane). Yields the product OC=1C=C(CCC(=O)C2C(OC(=CC2=O)C)=O)C=CC1OC (3-(3-hydroxy-4-methoxyhydrocinnamoyl)-6-methyl-2H-pyran-2,4(3H)-dione). As a reaction SMILES: [OH:1][C:2]1[CH:3]=[C:4]([CH:18]=[CH:19][C:20]=1[O:21][CH3:22])[CH:5]=[CH:6][C:7]([CH:9]1[C:14](=[O:15])[CH:13]=[C:12]([CH3:16])[O:11][C:10]1=[O:17])=[O:8]>[Pd].O1CCOCC1>[OH:1][C:2]1[CH:3]=[C:4]([CH:18]=[CH:19][C:20]=1[O:21][CH3:22])[CH2:5][CH2:6][C:7]([CH:9]1[C:14](=[O:15])[CH:13]=[C:12]([CH3:16])[O:11][C:10]1=[O:17])=[O:8]. Reported procedure: The hydrogenation of 3-(3-hydroxy-4-methyoxycinnamoyl)-6-methyl-2H-pyran-2,4(3H)-dione as prepared in the above step of Claisen-Schmidt condensation was carried out in the following way. The condensation product (1.39 g.) obtained in the above step was dissolved in 150 ml. of dioxane, and the hydrogenation was effected in the presence of 0.1 g. of 5% palladium-charcoal at room temperature and under the atmospheric pressure. One mole equivalent of hydrogen was absorbed in 8 hours. After removal o... Starting materials: N(N)C=1C2=C(N=C(N1)SC)C=CC=N2 (4-Hydrazino-2-methylthiopyrido[3,2-d]pyrimidine), C(C1=CC=CC=C1)Cl (benzyl chloride), C(=S)=S (carbon disulfide), C(C1=CC=CC=C1)Cl (benzyl chloride). The solvent is CCOCC (ether), C(C)N(CC)CC (triethylamine), O1CCOCC1 (dioxane), C(C)N(CC)CC (triethylamine), O1CCOCC1 (dioxane). Product: C(C1=CC=CC=C1)SC1=NN=C2N1C(=NC1=C2C=CC=N1)SC (3-Benzylthio-5-methylthiopyrido-[3,2-e][1,2,4]triazolo[4,3-c]pyrimidine). The yield is 158.2%. As a reaction SMILES: [NH:1]([C:3]1[C:4]2N=CC=C[C:5]=2[N:6]=[C:7]([S:9][CH3:10])[N:8]=1)[NH2:2].[C:15](=[S:17])=S.[CH2:18](Cl)[C:19]1[CH:24]=[CH:23][CH:22]=[CH:21][CH:20]=1>CCOCC.C(N(CC)CC)C.O1CCOCC1>[CH2:18]([S:17][C:15]1[N:8]2[C:7]([S:9][CH3:10])=[N:6][C:5]3[N:1]=[CH:3][CH:4]=[CH:5][C:4]=3[C:3]2=[N:1][N:2]=1)[C:19]1[CH:24]=[CH:23][CH:22]=[CH:21][CH:20]=1. Reported procedure: 4-Hydrazino-2-methylthiopyrido[3,2-d]pyrimidine (14.5 g, 70 mmol) was combined with 200 mL of dioxane, 12.6 mL (16.0 g, 210 mmol) of carbon disulfide, and 29 mL (21.2 g, 210 mmol) of triethylamine and the mixture was heated at reflux with stirring for 4 hours during which time another 50 mL of dioxane was added to facilitate stirring. The mixture was allowed to cool, 13.3 g (105 mmol) of benzyl chloride was added, and the resulting mixture was allowed to stir overnight. Another 6 g of benzyl chl... Reactants: CC(C)Oc1ccc(S(C)(=O)=O)cc1C(=O)O, Clc1ccc(-c2csc(N3CCNCC3)n2)c(Cl)c1, Cl, Cl. Product: CC(C)Oc1ccc(S(C)(=O)=O)cc1C(=O)N1CCN(c2nc(-c3ccc(Cl)cc3Cl)cs2)CC1. Reaction SMILES: [CH:1]([CH3:2])([CH3:3])[O:4][c:5]1[c:6]([C:7](=[O:8])[OH:9])[cH:10][c:11]([S:14](=[O:15])(=[O:16])[CH3:17])[cH:12][cH:13]1.[Cl:20][c:21]1[c:22](-[c:28]2[n:29][c:30]([N:33]3[CH2:34][CH2:35][NH:36][CH2:37][CH2:38]3)[s:31][cH:32]2)[cH:23][cH:24][c:25]([Cl:27])[cH:26]1.[ClH:18].[ClH:19]>>[CH:1]([CH3:2])([CH3:3])[O:4][c:5]1[c:6]([C:7](=[O:9])[N:36]2[CH2:35][CH2:34][N:33]([c:30]3[n:29][c:28](-[c:22]4[c:21]([Cl:20])[cH:26][c:25]([Cl:27])[cH:24][cH:23]4)[cH:32][s:31]3)[CH2:38][CH2:37]2)[cH:10][c:11]([S:14](=[O:15])(=[O:16])[CH3:17])[cH:12][cH:13]1. Isolated yield 100.0%. Starting materials: intermediate b, C(C1=CC=CC=C1)OC=1C=C2C=C(NC2=CC1)C(=O)OCC (ethyl 5-benzyloxyindole-2-carboxylate), C(C)(C)(C)OC(=O)N1S(OC[C@@H]1C)(=O)=O ((S)-4-methyl-2,2-dioxo-[1,2,3]oxathiazolidine-3-carboxylic acid tert-butyl ester), CC(C)([O-])C.[K+] (potassium tert-butoxide). Reported procedure: The title compound was synthesized in analogy to example 1, intermediate b), from ethyl 5-benzyloxyindole-2-carboxylate (commercially available), (S)-4-methyl-2,2-dioxo-[1,2,3]oxathiazolidine-3-carboxylic acid tert-butyl ester (prepared according to WO02/010169) and potassium tert-butoxide, to give the desired compound as a light yellow solid (>100%). The so-obtained product was used in the next step without further purification. Reaction SMILES: [CH2:1]([O:8][C:9]1[CH:10]=[C:11]2[C:15](=[CH:16][CH:17]=1)[NH:14][C:13]([C:18]([O:20][CH2:21][CH3:22])=[O:19])=[CH:12]2)[C:2]1[CH:7]=[CH:6][CH:5]=[CH:4][CH:3]=1.[C:23]([O:27][C:28]([N:30]1[C@@H:34]([CH3:35])[CH2:33]OS1(=O)=O)=[O:29])([CH3:26])([CH3:25])[CH3:24].CC(C)([O-])C.[K+]>>[CH2:21]([O:20][C:18]([C:13]1[N:14]([CH2:35][C@@H:34]([NH:30][C:28]([O:27][C:23]([CH3:25])([CH3:24])[CH3:26])=[O:29])[CH3:33])[C:15]2[C:11]([CH:12]=1)=[CH:10][C:9]([O:8][CH2:1][C:2]1[CH:3]=[CH:4][CH:5]=[CH:6][CH:7]=1)=[CH:17][CH:16]=2)=[O:19])[CH3:22] |f:2.3|. The product is C(C)OC(=O)C=1N(C2=CC=C(C=C2C1)OCC1=CC=CC=C1)C[C@H](C)NC(=O)OC(C)(C)C (5-Benzyloxy-1-((S)-2-tert-butoxycarbonylamino-propyl)-1H-indole-2-carboxylic Acid Ethyl Ester). Reactants: O1CCN(CC1)CCOC1=CC=C2C(=C(C(C2=C1)=O)Br)C1=CC=C(C=C1)F (6-(2-Morpholinoethoxy)-2-bromo-3-(4-fluorophenyl)-1H-inden-1-one), O1CCN(CC1)CCOC1=CC=C2C(=C(C(C2=C1)=O)Br)C1=CC=CC=C1 (6-(2-morpholinoethoxy)-2-bromo-3-phenyl-1H-inden-1-one), FC=1C=C(C=CC1F)B(O)O (3,4-difluorophenylboronic acid). The product is O1CCN(CC1)CCOC1=CC=C2C(=C(C(C2=C1)=O)C1=CC(=C(C=C1)F)F)C1=CC=C(C=C1)F (6-(2-morpholinoethoxy)-2-(3,4-difluorophenyl)-3-(4-fluorophenyl)-1H-inden-1-one). Isolated yield 81.0%. RXN SMILES: [O:1]1[CH2:6][CH2:5][N:4]([CH2:7][CH2:8][O:9][C:10]2[CH:18]=[C:17]3[C:13]([C:14]([C:21]4[CH:26]=[CH:25][C:24]([F:27])=[CH:23][CH:22]=4)=[C:15](Br)[C:16]3=[O:19])=[CH:12][CH:11]=2)[CH2:3][CH2:2]1.O1CCN(CCOC2C=C3C(C(C4C=CC=CC=4)=C(Br)C3=O)=CC=2)CC1.[F:54][C:55]1[CH:56]=[C:57](B(O)O)[CH:58]=[CH:59][C:60]=1[F:61]>>[O:1]1[CH2:6][CH2:5][N:4]([CH2:7][CH2:8][O:9][C:10]2[CH:18]=[C:17]3[C:13]([C:14]([C:21]4[CH:26]=[CH:25][C:24]([F:27])=[CH:23][CH:22]=4)=[C:15]([C:58]4[CH:57]=[CH:56][C:55]([F:54])=[C:60]([F:61])[CH:59]=4)[C:16]3=[O:19])=[CH:12][CH:11]=2)[CH2:3][CH2:2]1. Procedure: The procedure of Step 7 of Example 1 was repeated except for using 6-(2-morpholinoethoxy)-2-bromo-3-(4-fluorophenyl)-1H-inden-1-one obtained in Step 6 of Example 24 as a starting material instead of 6-(2-morpholinoethoxy)-2-bromo-3-phenyl-1H-inden-1-one, 3,4-difluorophenylboronic acid instead of 3-pyridinylboronic acid, and being purified by silica gel column chromatography (acetone/hexanes=2:3) to obtain the title compound (81%). Reactants: C(=O)(O)C=1N(C=C(C1)C#N)\C=C/C1=CC=CC=C1 (cis-2-carboxy-4-cyano-N-styrylpyrrole), Stannic chloride, [OH-].[NH4+] (ammonium hydroxide), C(Cl)Cl (methylene chloride), FC(C(=O)OC(C(F)(F)F)=O)(F)F (trifluoroacetic anhydride). The solvent is O (water). Conditions: time 15 minute. Product: C(#N)C=1C=C2C(C3=C(C=CN2C1)C=CC=C3)=O (2-cyano-11H-pyrrolo[2,1-b][3]benzazepin-11-one). As a reaction SMILES: [C:1]([C:4]1[N:5](/[CH:11]=[CH:12]\[C:13]2[CH:18]=[CH:17][CH:16]=[CH:15][CH:14]=2)[CH:6]=[C:7]([C:9]#[N:10])[CH:8]=1)([OH:3])=O.C(Cl)Cl.FC(F)(F)C(OC(=O)C(F)(F)F)=O.[OH-].[NH4+]>O>[C:9]([C:7]1[CH:8]=[C:4]2[N:5]([CH:6]=1)[CH:11]=[CH:12][C:13]1[CH:18]=[CH:17][CH:16]=[CH:15][C:14]=1[C:1]2=[O:3])#[N:10] |f:3.4|. Procedure details: A solution of 35 mg cis-2-carboxy-4-cyano-N-styrylpyrrole in 0.5 ml. of dry methylene chloride was treated with 45 μl. of trifluoroacetic anhydride and stirred for 5 minutes. Stannic chloride (45 μl.) was added and the mixture stirred for 15 minutes. The mixture was poured into water, neutralized with ammonium hydroxide and extracted twice with chloroform. The extract was washed with water, dried over sodium sulfate, and concentrated to dryness. Trituration of the residue with 0.5 ml. of ethyl a... The reactants are CN(C)CC1=CNC2=C1C=NC=C2 (N,N-dimethyl-(1H-pyrrolo[3,2-c]pyridin-3-yl)methylamine), C(C)O (ethanol), C(C)(=O)OCC (ethyl acetate), C(C)#N (acetonitrile). Yields the product N1C=C(C=2C=NC=CC21)CC#N ((1H-PYRROLO[3,2-C]PYRIDIN-3-YL)-ACETONITRILE). Yield: 26.0%. Reaction SMILES: CN([CH2:4][C:5]1[C:9]2[CH:10]=[N:11][CH:12]=[CH:13][C:8]=2[NH:7][CH:6]=1)C.C(O)C.C(OCC)(=O)C.[C:23](#[N:25])C>>[NH:7]1[C:8]2[CH:13]=[CH:12][N:11]=[CH:10][C:9]=2[C:5]([CH2:4][C:23]#[N:25])=[CH:6]1. Reported procedure: Using essentially the same procedure described in Example 1, Step 5, hereinabove and employing N,N-dimethyl-(1H-pyrrolo[3,2-c]pyridin-3-yl)methylamine as substrate and 1:2 ethanol:ethyl acetate as the chromatography eluent affords the title acetonitrile as a yellow solid, 0.160 g (26% yield), identified by NMR analysis.